This data is from the Open Reaction Database (ORD), a public repository of structured organic reaction records. The task is: describe an organic reaction: reactants, conditions, products, and yield Reactants: ClC1=CC=C(N=N1)N (6-chloro-pyridazin-3-ylamine), C(=O)(O)[O-].[Na+] (NaHCO3), Cl (HCl), ClCC=O (chloracetaldehyde). The solvent is CCO (EtOH), O (water). Run at temperature 0 celsius, time 14 hour. Yields the product ClC=1N=C2N(N=CC=C2)C1 (Chloro-imidazo[1,2-b]pyridazine). Reaction SMILES: [Cl:1][CH2:2][CH:3]=O.Cl[C:6]1[N:11]=[N:10][C:9]([NH2:12])=[CH:8][CH:7]=1.C([O-])(O)=O.[Na+].Cl>CCO.O>[Cl:1][C:2]1[N:12]=[C:9]2[CH:8]=[CH:7][CH:6]=[N:11][N:10]2[CH:3]=1 |f:2.3|. Procedure details: Chloro-imidazo[1,2-b]pyridazine (10-1) was synthesized as shown in scheme 10, wherein chloracetaldehyde (55% in water, 126 ml, 880 mmol) was added to a solution of 6-chloro-pyridazin-3-ylamine (25.43 g, 196 mmol) and NaHCO3 (28 g, 334 mmol) in EtOH (600 ml) and then the reaction mixture was heated to reflux while stirring for 14 hours. The resulting dark brown reaction mixture was then concentrated under vacuum and the resulting residue reconstituted with dichloromethane (DCM). This solution was... Reactants: C(#N)C=1C=C(C=CC1)C1=CC(=NC(=N1)SC)O (6-(3-cyanophenyl)-4-hydroxy-2-methylthiopyrimidine). The reagents and catalysts are [Ni] (Raney nickel). The product is C(#N)C=1C=C(C=CC1)C1=CC(=NC=N1)O (6-(3-cyanophenyl)-4-hydroxypyrimidine). RXN SMILES: [C:1]([C:3]1[CH:4]=[C:5]([C:9]2[N:14]=[C:13](SC)[N:12]=[C:11]([OH:17])[CH:10]=2)[CH:6]=[CH:7][CH:8]=1)#[N:2]>[Ni]>[C:1]([C:3]1[CH:4]=[C:5]([C:9]2[N:14]=[CH:13][N:12]=[C:11]([OH:17])[CH:10]=2)[CH:6]=[CH:7][CH:8]=1)#[N:2]. Procedure details: Starting from 6-(3-cyanophenyl)-4-hydroxy-2-methylthiopyrimidine [=4-(3-cyanophenyl)-6-hydroxy-2-methylthiopyrimidine, see Example 10a], the title compound is obtained by desulfurisation with Raney nickel in boiling ethanol.